This data is from the Open Reaction Database (ORD), a public repository of structured organic reaction records. The task is: describe an organic reaction: reactants, conditions, products, and yield The reactants are [N+](=O)([O-])C1=C(C(=O)N)C=C(C(=C1)[N+](=O)[O-])O (2,4-dinitro-5-hydroxybenzamide). Reagents/catalysts: [Pd] (Pd/C). The solvent is CO.CCOC(=O)C (MeOH EtOAc). The product is NC1=C(C(=O)N)C=C(C(=C1)N)O (2,4-diamino-5-hydroxybenzamide). Reaction SMILES: [N+:1]([C:4]1[CH:12]=[C:11]([N+:13]([O-])=O)[C:10]([OH:16])=[CH:9][C:5]=1[C:6]([NH2:8])=[O:7])([O-])=O>CO.CCOC(C)=O.[Pd]>[NH2:1][C:4]1[CH:12]=[C:11]([NH2:13])[C:10]([OH:16])=[CH:9][C:5]=1[C:6]([NH2:8])=[O:7] |f:1.2|. Procedure: A solution of 2,4-dinitro-5-hydroxybenzamide (4.00 g, 0.018 mmol) in MeOH/EtOAc (1:1, 50 mL) is hydrogenated over 5% Pd/C at 60 psi for 3 h to give 2,4-diamino-5-hydroxybenzamide, which is used directly. Formic acid (50 mL) is added and the solution is heated under reflux for 48 h. then the volatiles are removed under reduced pressure. The residue is triturated with EtOAc to give crude 4-oxo-3H-oxazolo[5,4-g]quinazoline (3.27 g, 97%) as a tan powder which is used directly. The reactants are C1CCOC1, COC(=O)c1ccc(CNc2cc(-c3ccc(OC)nc3)n[nH]2)cc1, CO, Cl, [K+], [OH-], O. Product: COc1ccc(-c2cc(NCc3ccc(C(=O)O)cc3)[nH]n2)cn1. As a reaction SMILES: [CH2:28]1[O:29][CH2:30][CH2:31][CH2:32]1.[CH3:1][O:2][c:3]1[cH:4][cH:5][c:6](-[c:9]2[n:10][nH:11][c:12]([NH:14][CH2:15][c:16]3[cH:17][cH:18][c:19]([C:20](=[O:21])[O:22][CH3:23])[cH:24][cH:25]3)[cH:13]2)[cH:7][n:8]1.[CH3:35][OH:36].[ClH:33].[K+:27].[OH-:26].[OH2:34]>>[CH3:1][O:2][c:3]1[cH:4][cH:5][c:6](-[c:9]2[n:10][nH:11][c:12]([NH:14][CH2:15][c:16]3[cH:17][cH:18][c:19]([C:20](=[O:21])[OH:22])[cH:24][cH:25]3)[cH:13]2)[cH:7][n:8]1.